This data is from the Open Reaction Database (ORD), a public repository of structured organic reaction records. The task is: describe an organic reaction: reactants, conditions, products, and yield Reactants: COC(=O)Cc1cc(C(C)C(=O)OC)ccc1Sc1ccccc1C(=O)OC, CC(C)(C)[O-], Cc1ccccc1, [K+]. Product: COC(=O)C(C)c1ccc2c(c1)C(C(=O)OC)C(=O)c1ccccc1S2. As a reaction SMILES: [CH3:1][O:2][C:3](=[O:4])[CH2:5][c:6]1[cH:7][c:8]([CH:23]([C:24](=[O:25])[O:26][CH3:27])[CH3:28])[cH:9][cH:10][c:11]1[S:12][c:13]1[c:14]([C:19]([O:21][CH3:20])=[O:22])[cH:15][cH:16][cH:17][cH:18]1.[CH3:29][C:30]([CH3:31])([O-:32])[CH3:33].[CH3:35][c:36]1[cH:37][cH:38][cH:39][cH:40][cH:41]1.[K+:34]>>[CH3:1][O:2][C:3](=[O:4])[CH:5]1[c:6]2[cH:7][c:8]([CH:23]([C:24](=[O:25])[O:26][CH3:27])[CH3:28])[cH:9][cH:10][c:11]2[S:12][c:13]2[c:14]([cH:15][cH:16][cH:17][cH:18]2)[C:19]1=[O:21]. The reactants are CN(C(CN1C(C(=C(C2=NC=C(C=C12)CC1=CC=C(C=C1)F)O)C(=O)OCC)=O)=O)C (ethyl 1-[2-(dimethylamino)-2-oxoethyl]-7-[(4-fluorophenyl)methyl]-4-hydroxy-2-oxo -1,2-dihydro-1,5-naphthyridine-3-carboxylate), NC[C@H](C)O ((2S)-1-amino-2-propanol). The product is CN(C(CN1C(C(=C(C2=NC=C(C=C12)CC1=CC=C(C=C1)F)O)C(=O)NC[C@H](C)O)=O)=O)C (1-[2-(Dimethylamino)-2-oxoethyl]-7-[(4-fluorophenyl)methyl]-4-hydroxy-N-[(2S)-2-hydroxypropyl]-2-oxo-1,2-dihydro-1,5-naphthyridine-3-carboxamide). RXN SMILES: [CH3:1][N:2]([CH3:31])[C:3](=[O:30])[CH2:4][N:5]1[C:14]2[C:9](=[N:10][CH:11]=[C:12]([CH2:15][C:16]3[CH:21]=[CH:20][C:19]([F:22])=[CH:18][CH:17]=3)[CH:13]=2)[C:8]([OH:23])=[C:7]([C:24](OCC)=[O:25])[C:6]1=[O:29].[NH2:32][CH2:33][C@@H:34]([OH:36])[CH3:35]>>[CH3:1][N:2]([CH3:31])[C:3](=[O:30])[CH2:4][N:5]1[C:14]2[C:9](=[N:10][CH:11]=[C:12]([CH2:15][C:16]3[CH:17]=[CH:18][C:19]([F:22])=[CH:20][CH:21]=3)[CH:13]=2)[C:8]([OH:23])=[C:7]([C:24]([NH:32][CH2:33][C@@H:34]([OH:36])[CH3:35])=[O:25])[C:6]1=[O:29]. Reported procedure: This compound was prepared from ethyl 1-[2-(dimethylamino)-2-oxoethyl]-7-[(4-fluorophenyl)methyl]-4-hydroxy-2-oxo -1,2-dihydro-1,5-naphthyridine-3-carboxylate and (2S)-1-amino-2-propanol employing methods similar to those described in Example 245 and was purified by reverse phase preparative HPLC (C-18 stationary phase; 10-100% CH3CN/water/0.1% formic acid mobile phase). The product was obtained as a white solid: 1H NMR (d6-DMSO) δ 10.28 (1H, t, J=5 Hz), 8.50 (1H, s), 7.75 (1H, s), 7.31 (2H, m),... The reactants are C=Cc1ccc(OC)nc1, Cc1ccc2[nH]c3c(c2c1)CN(C)CC3, CN1CCCC1=O, [K+], [OH-]. Yields the product COc1ccc(CCn2c3c(c4cc(C)ccc42)CN(C)CC3)cn1. RXN SMILES: [CH3:16][O:17][c:18]1[n:19][cH:20][c:21]([CH:24]=[CH2:25])[cH:22][cH:23]1.[CH3:1][N:2]1[CH2:3][c:4]2[c:5]([nH:6][c:7]3[cH:8][cH:9][c:10]([CH3:13])[cH:11][c:12]23)[CH2:14][CH2:15]1.[CH3:28][N:29]1[CH2:30][CH2:31][CH2:32][C:33]1=[O:34].[K+:27].[OH-:26]>>[CH3:1][N:2]1[CH2:3][c:4]2[c:5]([n:6]([CH2:25][CH2:24][c:21]3[cH:20][n:19][c:18]([O:17][CH3:16])[cH:23][cH:22]3)[c:7]3[cH:8][cH:9][c:10]([CH3:13])[cH:11][c:12]23)[CH2:14][CH2:15]1. Starting materials: COC(=O)C1(OC2=C(C1)C=C(C=C2)O)C (5-Hydroxy-2-methyl-2,3-dihydro-benzofuran-2-carboxylic acid methyl ester), C1(=CC=CC=C1)O (phenol), ICCCOC1=C(C=C(C=C1)OC(F)(F)F)Cl (1-(3-iodo-propoxy)-2-chloro-4-(trifluoromethoxy)-benzene). Product: ClC1=C(OCCCOC=2C=CC3=C(CC(O3)(C(=O)O)C)C2)C=CC(=C1)OC(F)(F)F (5-[3-(2-Chloro-4-trifluoromethoxy-phenoxy)-propoxy]-2-methyl-2,3-dihydro-benzofuran-2-carboxylic acid). Reaction SMILES: C[O:2][C:3]([C:5]1([CH3:15])[CH2:9][C:8]2[CH:10]=[C:11]([OH:14])[CH:12]=[CH:13][C:7]=2[O:6]1)=[O:4].C1(O)C=CC=CC=1.I[CH2:24][CH2:25][CH2:26][O:27][C:28]1[CH:33]=[CH:32][C:31]([O:34][C:35]([F:38])([F:37])[F:36])=[CH:30][C:29]=1[Cl:39]>>[Cl:39][C:29]1[CH:30]=[C:31]([O:34][C:35]([F:36])([F:38])[F:37])[CH:32]=[CH:33][C:28]=1[O:27][CH2:26][CH2:25][CH2:24][O:14][C:11]1[CH:12]=[CH:13][C:7]2[O:6][C:5]([CH3:15])([C:3]([OH:2])=[O:4])[CH2:9][C:8]=2[CH:10]=1. Reported procedure: The title compound was prepared following the general procedure described in Example 1, Step 4, using the the intermediate prepared in Example 1, Step 1 as the phenol and the iodide prepared in Step 2. The reactants are NC1=C(C=CC=C1)SC1=C(NC2=CC=CC=C12)C(=O)N1CCCC1 ([3-(2-amino-phenylsulfanyl)-1H-indol-2-yl]-pyrrolidin-1-yl-methanone), Cl (HCl). Solvent: CCOCC (Et2O). Product: Cl.NC1=C(C=CC=C1)SC1=C(NC2=CC=CC=C12)C(=O)N1CCCC1 ([3-(2-Amino-phenylsulfanyl)-1H-indol-2-yl]-pyrrolidin-1-yl-methanone Hydrochloride). As a reaction SMILES: [NH2:1][C:2]1[CH:7]=[CH:6][CH:5]=[CH:4][C:3]=1[S:8][C:9]1[C:17]2[C:12](=[CH:13][CH:14]=[CH:15][CH:16]=2)[NH:11][C:10]=1[C:18]([N:20]1[CH2:24][CH2:23][CH2:22][CH2:21]1)=[O:19].[ClH:25]>CCOCC>[ClH:25].[NH2:1][C:2]1[CH:7]=[CH:6][CH:5]=[CH:4][C:3]=1[S:8][C:9]1[C:17]2[C:12](=[CH:13][CH:14]=[CH:15][CH:16]=2)[NH:11][C:10]=1[C:18]([N:20]1[CH2:24][CH2:23][CH2:22][CH2:21]1)=[O:19] |f:3.4|. Procedure: Stir [3-(2-amino-phenylsulfanyl)-1H-indol-2-yl]-pyrrolidin-1-yl-methanone (Iz, 60 mg) in Et2O (5 mL) with 1N HCl (1 mL) and collect the precipitate by filtration. Wash the filter cake with Et2O and dry to afford the title compound Iaa (48 mg) as a white solid, mp 154-155° C.; m/z=338 (M+1) The reactants are CC(C)(C)OC(=O)CBr, C1CCSC1, CC(C)=O. Yields the product [Br-], CC(C)(C)OC(=O)C[S+]1CCCC1. As a reaction SMILES: [Br:1][CH2:2][C:3](=[O:4])[O:5][C:6]([CH3:7])([CH3:8])[CH3:9].[CH2:10]1[CH2:11][CH2:12][S:13][CH2:14]1.[CH3:15][C:16](=[O:17])[CH3:18]>>[Br-:1].[CH2:2]([C:3](=[O:4])[O:5][C:6]([CH3:7])([CH3:8])[CH3:9])[S+:13]1[CH2:12][CH2:11][CH2:10][CH2:14]1. Reactants: NC1=CC(=C(C(=O)NC2CCN(CC2)C)C=C1OCC)F (4-amino-5-ethoxy-2-fluoro-N-(1-methyl-4-piperidyl)benzamide), Cl.Cl.CN1C[C@@H](CC1)N ((3R)-1-methylpyrrolidin-3-amine di Hydrochloride), Cl.Cl.CN1C[C@@H](CC1)N ((3R)-1-methylpyrrolidin-3-amine di Hydrochloride), solid. Product: NC1=CC(=C(C(=O)N[C@H]2CN(CC2)C)C=C1OCC)F (4-amino-5-ethoxy-2-fluoro-N-[(3R)-1-methylpyrrolidin-3-yl]benzamide). As a reaction SMILES: [NH2:1][C:2]1[C:17]([O:18][CH2:19][CH3:20])=[CH:16][C:5]([C:6]([NH:8][CH:9]2[CH2:14][CH2:13][N:12]([CH3:15])[CH2:11]C2)=[O:7])=[C:4]([F:21])[CH:3]=1.Cl.Cl.CN1CC[C@@H](N)C1>>[NH2:1][C:2]1[C:17]([O:18][CH2:19][CH3:20])=[CH:16][C:5]([C:6]([NH:8][C@@H:9]2[CH2:14][CH2:13][N:12]([CH3:15])[CH2:11]2)=[O:7])=[C:4]([F:21])[CH:3]=1 |f:1.2.3|. Procedure details: The title compound was prepared by an analogous method to the preparation of Intermediate 169, on a 0.5 mmol scale, utilising (3R)-1-methylpyrrolidin-3-amine dihydrochloride (Intermediate 184; 129 mg, 0.75 mmol), as a white solid (95 mg, 68%). Reactants: [I-].C(#N)C[P+](C)(C)C ((cyanomethyl)trimethylphosphonium iodide), CCN(C(C)C)C(C)C (DIPEA), ClC1=CC=C(C=C1)N1CCNCC1 (1-(4-chlorophenyl)piperazine), crude product, OCC1=CC=2NC(C3N(C2N=C1)CCOC3)=O (3-(hydroxymethyl)-6a,7,9,10-tetrahydro-[1,4]oxazino[4,3-a]pyrido[3,2-e]pyrazin-6(5H)-one). Run in C(CC)#N (propiononitrile), CO (MeOH). Run at temperature 90 celsius, time 16 hour. The product is ClC1=CC=C(C=C1)N1CCN(CC1)CC1=CC=2NC(C3N(C2N=C1)CCOC3)=O (3-((4-(4-chlorophenyl)piperazin-1-yl)methyl)-6a,7,9,10-tetrahydro-[1,4]oxazino[4,3-a]pyrido[3,2-e]pyrazin-6(5H)-one). As a reaction SMILES: O[CH2:2][C:3]1[CH:12]=[N:11][C:10]2[N:9]3[CH2:13][CH2:14][O:15][CH2:16][CH:8]3[C:7](=[O:17])[NH:6][C:5]=2[CH:4]=1.[I-].C(C[P+](C)(C)C)#N.CCN(C(C)C)C(C)C.[Cl:35][C:36]1[CH:41]=[CH:40][C:39]([N:42]2[CH2:47][CH2:46][NH:45][CH2:44][CH2:43]2)=[CH:38][CH:37]=1>C(#N)CC.CO>[Cl:35][C:36]1[CH:37]=[CH:38][C:39]([N:42]2[CH2:47][CH2:46][N:45]([CH2:2][C:3]3[CH:12]=[N:11][C:10]4[N:9]5[CH2:13][CH2:14][O:15][CH2:16][CH:8]5[C:7](=[O:17])[NH:6][C:5]=4[CH:4]=3)[CH2:44][CH2:43]2)=[CH:40][CH:41]=1 |f:1.2|. Reported procedure: To a suspension of 3-(hydroxymethyl)-6a,7,9,10-tetrahydro-[1,4]oxazino[4,3-a]pyrido[3,2-e]pyrazin-6(5H)-one (73.2 mg, 0.311 mmol) in propiononitrile (778 μl) was added (cyanomethyl)trimethylphosphonium iodide (91 mg, 0.373 mmol) and DIPEA (163 μl, 0.934 mmol) and finally 1-(4-chlorophenyl)piperazine (61.2 mg, 0.311 mmol). The mixture was heated to 90° C. for 4 hours. The crude product was cooled to RT and left to sit 16 hours, then treated with MeOH (5 mL). The precipitate was collected and refl... Reactants: C(C)OCC=1N(C2=C(C=NC=3C=CC=CC23)N1)N=CCCNC(OC(C)(C)C)=O (tert-butyl {3-[(2-ethoxymethyl-1H-imidazo[4,5-c]quinolin-1-yl)imino]propyl}carbamate), [BH4-].[Na+] (NaBH4), C(Cl)(Cl)Cl (CHCl3), C(Cl)(Cl)Cl (CHCl3). The solvent is CO (methanol), CO (MeOH). Reaction conditions: time 1.5 hour. Product: [NH4+].[OH-] (NH4OH), C(C)OCC=1N(C2=C(C=NC=3C=CC=CC23)N1)NCCCNC(OC(C)(C)C)=O (tert-butyl {3-[(2-ethoxymethyl-1H-imidazo[4,5-c]quinolin-1-yl)amino]propyl}carbamate). Yield: 162.4%. RXN SMILES: [CH2:1]([O:3][CH2:4][C:5]1[N:6]([N:18]=[CH:19][CH2:20][CH2:21][NH:22][C:23](=[O:29])[O:24][C:25]([CH3:28])([CH3:27])[CH3:26])[C:7]2[C:16]3[CH:15]=[CH:14][CH:13]=[CH:12][C:11]=3[N:10]=[CH:9][C:8]=2[N:17]=1)[CH3:2].[BH4-].[Na+].C(Cl)(Cl)Cl>CO>[NH4+:6].[OH-:3].[CH2:1]([O:3][CH2:4][C:5]1[N:6]([NH:18][CH2:19][CH2:20][CH2:21][NH:22][C:23](=[O:29])[O:24][C:25]([CH3:28])([CH3:27])[CH3:26])[C:7]2[C:16]3[CH:15]=[CH:14][CH:13]=[CH:12][C:11]=3[N:10]=[CH:9][C:8]=2[N:17]=1)[CH3:2] |f:1.2,5.6|. Procedure details: A solution of tert-butyl {3-[(2-ethoxymethyl-1H-imidazo[4,5-c]quinolin-1-yl)imino]propyl}carbamate (1.64 g, 4.13 mmol) in 20 mL of methanol was treated with NaBH4 (0.78 g, 20.6 mmol) under an atmosphere of nitrogen. After 1.5 h, the reaction mixture was quenched with saturated NH4Cl solution and concentrated under reduced pressure. The residue was partitioned between saturated NaHCO3 solution and CHCl3 and the phases were separated. The organic portion was washed with water and brine, dried over...